From a dataset of the Open Reaction Database (ORD), a public repository of structured organic reaction records. describe an organic reaction: reactants, conditions, products, and yield The reactants are CNC(=O)c1c(CBr)[n+]([O-])c2ccccc2[n+]1[O-], Br, Cn1ccnc1S, ClC(Cl)Cl. Yields the product CNC(=O)c1c(CSc2nccn2C)[n+]([O-])c2ccccc2[n+]1[O-]. RXN SMILES: [Br:1][CH2:2][c:3]1[c:4]([C:15](=[O:16])[NH:17][CH3:18])[n+:5]([O-:14])[c:6]2[cH:7][cH:8][cH:9][cH:10][c:11]2[n+:12]1[O-:13].[BrH:26].[CH3:19][n:20]1[c:21]([SH:25])[n:22][cH:23][cH:24]1.[CH:27]([Cl:28])([Cl:29])[Cl:30]>>[CH2:2]([c:3]1[c:4]([C:15](=[O:16])[NH:17][CH3:18])[n+:5]([O-:14])[c:6]2[cH:7][cH:8][cH:9][cH:10][c:11]2[n+:12]1[O-:13])[S:25][c:21]1[n:20]([CH3:19])[cH:24][cH:23][n:22]1.